From a dataset of the Open Reaction Database (ORD), a public repository of structured organic reaction records. describe an organic reaction: reactants, conditions, products, and yield Starting materials: [Se]1C=CC=C1 (Selenophene), COC(=O)C1=CC=C(C(=O)Cl)C=C1 (4-methoxycarbonyl benzoyl chloride), [Cl-].[Al+3].[Cl-].[Cl-] (aluminum chloride). The solvent is ClCCCl (1, 2-dichloroethane). Product: [Se]1C(=CC=C1)C(=O)C1=CC=C(C=C1)C(=O)OC (p-Methoxycarbonylphenyl 2-selenophenyl ketone). Isolated yield 43.0%. Reaction SMILES: [Se:1]1[CH:5]=[CH:4][CH:3]=[CH:2]1.[CH3:6][O:7][C:8]([C:10]1[CH:18]=[CH:17][C:13]([C:14](Cl)=[O:15])=[CH:12][CH:11]=1)=[O:9].[Cl-].[Al+3].[Cl-].[Cl-]>ClCCCl>[Se:1]1[CH:5]=[CH:4][CH:3]=[C:2]1[C:14]([C:13]1[CH:12]=[CH:11][C:10]([C:8]([O:7][CH3:6])=[O:9])=[CH:18][CH:17]=1)=[O:15] |f:2.3.4.5|. Procedure details: Selenophene (61) (5.0 g, 0.038 mole) and 4-methoxycarbonyl benzoyl chloride (62) (8.34 g, 0.042 mole) were dissolved in 50 ml of 1, 2-dichloroethane, and then anhydrous aluminum chloride (AlCl3) (10.19 g, 0.076 mole) was added. The mixture was heated under refluxing for 30 min, cooled, and quenched with 250 ml of icewater to stop the reaction. The organic layer was sequentially washed with water, 5% sodium carbonate solution, and water till neutral, then dried over MgSO4 and filtered. The solven...